Task: describe an organic reaction: reactants, conditions, products, and yield. Dataset: the Open Reaction Database (ORD), a public repository of structured organic reaction records Starting materials: solution, Cl (hydrochloric acid), [N+](=O)([O-])C1=C(C=CC=2CS[C@H]3N(C2C(=O)OC(C)(C)C)C([C@H]3NC(CC3=CC=CC=C3)=O)=O)C=CC(=C1)[N+](=O)[O-] (tert-butyl (6R,7R)-3-(2,4-dinitrostyryl)-7-phenylacetamido-ceph-3-em-4-carboxylate). Reagents/catalysts: [Ti](Cl)(Cl)(Cl)Cl (Titanium tetrachloride). Run in O (water), ClCCl (dichloromethane). Run at temperature 20 celsius, time 16 hour. Yields the product [N+](=O)([O-])C1=C(C=CC=2CS[C@H]3N(C2C(=O)O)C([C@H]3NC(CC3=CC=CC=C3)=O)=O)C=CC(=C1)[N+](=O)[O-] ((6R,7R)-3-(2,4-dinitrostyryl)-7-phenylacetamido-ceph-3-em-4-carboxylic acid). Yield: 62.9%. RXN SMILES: [N+:1]([C:4]1[CH:37]=[C:36]([N+:38]([O-:40])=[O:39])[CH:35]=[CH:34][C:5]=1[CH:6]=[CH:7][C:8]1[CH2:9][S:10][C@@H:11]2[C@H:22]([NH:23][C:24](=[O:32])[CH2:25][C:26]3[CH:31]=[CH:30][CH:29]=[CH:28][CH:27]=3)[C:21](=[O:33])[N:12]2[C:13]=1[C:14]([O:16]C(C)(C)C)=[O:15])([O-:3])=[O:2].Cl>ClCCl.O.[Ti](Cl)(Cl)(Cl)Cl>[N+:1]([C:4]1[CH:37]=[C:36]([N+:38]([O-:40])=[O:39])[CH:35]=[CH:34][C:5]=1[CH:6]=[CH:7][C:8]1[CH2:9][S:10][C@@H:11]2[C@H:22]([NH:23][C:24](=[O:32])[CH2:25][C:26]3[CH:31]=[CH:30][CH:29]=[CH:28][CH:27]=3)[C:21](=[O:33])[N:12]2[C:13]=1[C:14]([OH:16])=[O:15])([O-:3])=[O:2]. Procedure details: A stirred solution of tert-butyl (6R,7R)-3-(2,4-dinitrostyryl)-7-phenylacetamido-ceph-3-em-4-carboxylate (67.41 g, purity 8% E-isomer, 81% Z-isomer, 105.9 mmol) in dichloromethane (1685 ml) was cooled to -25° C. Titanium tetrachloride (53 ml, 482 mmol) was added in 10 min and the temperature was brought to 0° C. After 105 min a chilled 2 M solution of hydrochloric acid in water was added at such a rate that the temperature remained under 10° C. The organic phase was separated and extracted with ... The reactants are C=C(C)C=1C=C(C=CC1)C(CC=O)C (3-(3-Propen-2-ylphenyl)butanal), [H][H] (hydrogen). Reagents/catalysts: [Pd] (palladium on charcoal). Run in C(C)O (ethanol). Yields the product CC(C)C=1C=C(C=CC1)C(CC=O)C (3-(3-propan-2-ylphenyl)butanal). The yield is 78.0%. Reaction SMILES: [CH2:1]=[C:2]([C:4]1[CH:5]=[C:6]([CH:10]([CH3:14])[CH2:11][CH:12]=[O:13])[CH:7]=[CH:8][CH:9]=1)[CH3:3].[H][H]>[Pd].C(O)C>[CH3:3][CH:2]([C:4]1[CH:5]=[C:6]([CH:10]([CH3:14])[CH2:11][CH:12]=[O:13])[CH:7]=[CH:8][CH:9]=1)[CH3:1]. Procedure details: 3-(3-Propen-2-ylphenyl)butanal, lb, (100 g) was hydrogenated over palladium on charcoal (5% wet, 1 gram) in 150 ml ethanol for 2.5 hours at 50 psi hydrogen using a Parr-shaker apparatus. The product mixture was decanted, filtered and the ethanol removed on a rotary evaporator to give 97 grams of a mixture which analyzed as 95.8% la, and 2% lb. The mixture was distilled to give 78.1 g pure la, b.p. 84° C./0.3 mm.Hg. Yield 78.0% la. IR and NMR spectra were compatible with the assigned structure. O... The reactants are C(C1=CC=CC=C1)NCC1=CC=CC=C1 (dibenzylamine), C=O (formaldehyde), C(C)(=O)C1C(OCC1)=O (3-acetyltetrahydrofuran-2-one). The solvent is O (water). Reaction conditions: temperature 90 celsius. Yields the product C(C)(=O)C1(C(OCC1)=O)CN(CC1=CC=CC=C1)CC1=CC=CC=C1 (3-acetyl-N,N-dibenzyl-3-aminomethyltetrahydrofuran-2-one). Reaction SMILES: [CH2:1]([NH:8][CH2:9][C:10]1[CH:15]=[CH:14][CH:13]=[CH:12][CH:11]=1)[C:2]1[CH:7]=[CH:6][CH:5]=[CH:4][CH:3]=1.[CH2:16]=O.[C:18]([CH:21]1[CH2:25][CH2:24][O:23][C:22]1=[O:26])(=[O:20])[CH3:19]>O>[C:18]([C:21]1([CH2:16][N:8]([CH2:1][C:2]2[CH:7]=[CH:6][CH:5]=[CH:4][CH:3]=2)[CH2:9][C:10]2[CH:15]=[CH:14][CH:13]=[CH:12][CH:11]=2)[CH2:25][CH2:24][O:23][C:22]1=[O:26])(=[O:20])[CH3:19]. Procedure details: To a mixture of 10.2 g of dibenzylamine and 29.7 g of water, 8.9 g of 37% by weight formaldehyde aqueous solution was added dropwise at room temperature, followed by dropwise addition of 12.8 g of 3-acetyltetrahydrofuran-2-one at room temperature. After the completion of addition, the mixture was heated to 90° C. and thereby yielded a solution. The solution was cooled to room temperature, was filtrated, the resulting solid matter was heated with diethyl ether and thereby yielded a solution. The ... Reactants: Br.[N+](=O)([O-])C=1C=C(C=CC1)C=1N=C(SC1)N (4-(3-nitro-phenyl)-thiazol-2-ylamine hydrobromide), C1(=CC=CC=C1)COC1=CC=C(C=C1)S(=O)(=O)Cl (4-phenylmethoxy-benzenesulfonyl chloride), Cl (hydrochloric acid). The solvent is N1=CC=CC=C1 (pyridine). Yields the product C(C1=CC=CC=C1)OC1=CC=C(C=C1)S(=O)(=O)NC=1SC=C(N1)C1=CC(=CC=C1)[N+](=O)[O-] (4-Benzyloxy-N-[4-(3-nitro-phenyl)-thiazol-2-yl]-benzenesulfonamide). As a reaction SMILES: Br.[N+:2]([C:5]1[CH:6]=[C:7]([C:11]2[N:12]=[C:13]([NH2:16])[S:14][CH:15]=2)[CH:8]=[CH:9][CH:10]=1)([O-:4])=[O:3].[C:17]1([CH2:23][O:24][C:25]2[CH:30]=[CH:29][C:28]([S:31](Cl)(=[O:33])=[O:32])=[CH:27][CH:26]=2)[CH:22]=[CH:21][CH:20]=[CH:19][CH:18]=1.Cl>N1C=CC=CC=1>[CH2:23]([O:24][C:25]1[CH:30]=[CH:29][C:28]([S:31]([NH:16][C:13]2[S:14][CH:15]=[C:11]([C:7]3[CH:8]=[CH:9][CH:10]=[C:5]([N+:2]([O-:4])=[O:3])[CH:6]=3)[N:12]=2)(=[O:33])=[O:32])=[CH:27][CH:26]=1)[C:17]1[CH:18]=[CH:19][CH:20]=[CH:21][CH:22]=1 |f:0.1|. Reported procedure: A mixture of 0.5 g of 4-(3-nitro-phenyl)-thiazol-2-ylamine hydrobromide with 0.51 g of 4-phenylmethoxy-benzenesulfonyl chloride was stirred overnight with 2 ml of pyridine. The resulting, red colored suspension was poured into 30 ml of 1N hydrochloric acid. The mixture was extracted three times with ethyl acetate. The organic phases were combined, dried with magnesium sulphate and freed from solvent. The residue was boiled with 30 ml of ethyl acetate, insoluble constituents were filtered off and... The reactants are acid, O (water), CN(C)C(=[N+](C)C)ON1C2=C(C=CC=C2)N=N1.[B-](F)(F)(F)F (TBTU), C=1C=CC2=C(C1)N=NN2O (HOBT), CCN(C(C)C)C(C)C (DIPEA), acid, N1=C(NC2=C1C=CC=C2)C(=O)O (benzimidazolecarboxylic acid), amine. The solvent is CN(C)C=O (DMF), CN(C)C=O (DMF), CN(C)C=O (DMF). Run at time 4 hour. Yields the product N1=CC(=CC=C1)OC1=CC=C(C=C1)NC(=O)C1=NC2=C(N1)C=CC(=C2)C (N-[4-(pyridine-3-yloxy)phenyl]-5-methyl-1H-benzimidazole-2-carboxamide). Reaction SMILES: [N:1]1[C:5]2[CH:6]=[CH:7][CH:8]=[CH:9][C:4]=2[NH:3][C:2]=1[C:10]([OH:12])=O.CN(C(ON1N=[N:28][C:23]2[CH:24]=[CH:25][CH:26]=[CH:27][C:22]1=2)=[N+](C)C)C.[B-](F)(F)(F)F.[CH:35]1[CH:36]=[CH:37]C2N(O)N=[N:41][C:39]=2[CH:40]=1.[CH3:45]CN(C(C)C)C(C)C.[OH2:54]>CN(C=O)C>[N:41]1[CH:37]=[CH:36][CH:35]=[C:40]([O:54][C:26]2[CH:27]=[CH:22][C:23]([NH:28][C:10]([C:2]3[NH:1][C:5]4[CH:6]=[CH:7][C:8]([CH3:45])=[CH:9][C:4]=4[N:3]=3)=[O:12])=[CH:24][CH:25]=2)[CH:39]=1 |f:1.2|. Procedure details: 0.064 mmol of benzimidazolecarboxylic acid 4k was dissolved in DMF together with 0.064 mmol of the amine 5b, a solution of TBTU (0.096 mmol) in DMF, HOBT (0.026 mmol) in DMF and 0.32 mmol of DIPEA were added successively, and the mixture was stirred at room temperature. After 4 hours, 0.3 eq. of acid was added, and the mixture was stirred overnight. After further addition of 0.3 eq. of acid, the reaction mixture was diluted with water after 2 hours, and the resulting precipitate was filtered off... The reactants are C(#N)C1=C(C=C(C(=C1)OC)OCC1=CC(=CC=C1)S(=O)(=NC(=O)OCC)C)N=CN(C)C (N′-(2-cyano-5-{3-[(RS)-N-(ethoxycarbonyl)-S-methylsulphonimidoyl]benzyloxy}-4-methoxyphenyl)-N,N-dimethylformimidamide), NC=1C=CC(=NC1)C (5-amino-2-methylpyridine). The solvent is ClCCl.CO (dichloromethane methanol). Product: C(C)OC(=O)N=S(=O)(C1=CC(=CC=C1)COC1=C(C=C2C(=NC=NC2=C1)NC=1C=CC(=NC1)C)OC)C ((RS)-N-(Ethoxycarbonyl)-S-methyl-S-[3-({[4-(2-methyl-5-pyridylamino)-6-methoxyquinazolin-7-yl]oxy}methyl)phenyl]sulphoximide). Isolated yield 36.0%. Reaction SMILES: [C:1]([C:3]1[CH:8]=[C:7]([O:9][CH3:10])[C:6]([O:11][CH2:12][C:13]2[CH:18]=[CH:17][CH:16]=[C:15]([S:19]([CH3:27])(=[N:21][C:22]([O:24][CH2:25][CH3:26])=[O:23])=[O:20])[CH:14]=2)=[CH:5][C:4]=1[N:28]=[CH:29]N(C)C)#[N:2].[NH2:33][C:34]1[CH:35]=[CH:36][C:37]([CH3:40])=[N:38][CH:39]=1>ClCCl.CO>[CH2:25]([O:24][C:22]([N:21]=[S:19]([CH3:27])([C:15]1[CH:16]=[CH:17][CH:18]=[C:13]([CH2:12][O:11][C:6]2[CH:5]=[C:4]3[C:3]([C:1]([NH:33][C:34]4[CH:35]=[CH:36][C:37]([CH3:40])=[N:38][CH:39]=4)=[N:2][CH:29]=[N:28]3)=[CH:8][C:7]=2[O:9][CH3:10])[CH:14]=1)=[O:20])=[O:23])[CH3:26] |f:2.3|. Reported procedure: According to GWP 5, the reaction of N′-(2-cyano-5-{3-[(RS)-N-(ethoxycarbonyl)-S-methylsulphonimidoyl]benzyloxy}-4-methoxyphenyl)-N,N-dimethylformimidamide (100 mg, 0.22 mmol) with 5-amino-2-methylpyridine (28 mg, 0.26 mmol) and chromatography (silica gel, dichloromethane/methanol: 4/1) gives the desired product in 36% yield (40 mg). The reactants are CN(C)C=O, O=C1c2c(Cl)cccc2-n2cnc(C(=O)n3ccnc3)c2C2CCCN12, [H-], [Na+], O, OC1CCCCC1. Yields the product O=C(OC1CCCCC1)c1ncn2c1C1CCCN1C(=O)c1c(Cl)cccc1-2. As a reaction SMILES: [CH3:8][N:9]([CH3:10])[CH:11]=[O:12].[Cl:15][c:16]1[cH:17][cH:18][cH:19][c:20]2[c:21]1[C:22](=[O:40])[N:23]1[CH:24]([c:25]3[n:26]-2[cH:27][n:28][c:29]3[C:30](=[O:31])[n:32]2[cH:33][cH:34][n:35][cH:36]2)[CH2:37][CH2:38][CH2:39]1.[H-:13].[Na+:14].[OH2:41].[OH:1][CH:2]1[CH2:3][CH2:4][CH2:5][CH2:6][CH2:7]1>>[O:1]([CH:2]1[CH2:3][CH2:4][CH2:5][CH2:6][CH2:7]1)[C:30]([c:29]1[c:25]2[n:26]([cH:27][n:28]1)-[c:20]1[cH:19][cH:18][cH:17][c:16]([Cl:15])[c:21]1[C:22](=[O:40])[N:23]1[CH:24]2[CH2:37][CH2:38][CH2:39]1)=[O:31].